Dataset: the Open Reaction Database (ORD), a public repository of structured organic reaction records. Task: describe an organic reaction: reactants, conditions, products, and yield The reactants are BrC1=C(C(CC1)=O)C1=CC=C(C=C1)C(C)(C)C (3-bromo-2-(4-tert-butylphenyl)cyclopent-2-enone), CC1(OB(OC1(C)C)C1=CC=C(C=C1)NC(OC(C)(C)C)=O)C (tert-butyl 4-(4,4,5,5-tetramethyl-1,3,2-dioxaborolan-2-yl)phenylcarbamate), ClCCl (dichloromethane), C(=O)([O-])[O-].[K+].[K+] (K2CO3). Reagents/catalysts: C1=CC=C(C=C1)P([C-]2C=CC=C2)C3=CC=CC=C3.C1=CC=C(C=C1)P([C-]2C=CC=C2)C3=CC=CC=C3.Cl[Pd]Cl.[Fe+2] ([1,1′-bis(diphenylphosphino)ferrocene]dichloropalladium(II)). The solvent is O1CCOCC1 (1,4-dioxane), O (water), C(C)(=O)OCC (ethyl acetate). The product is C(C)(C)(C)C1=CC=C(C=C1)C1=C(CCC1=O)C1=CC=C(C=C1)NC(OC(C)(C)C)=O (tert-butyl 4-(2-(4-tert-butylphenyl)-3-oxocyclopent-1-enyl)phenylcarbamate). The yield is 49.3%. Reaction SMILES: Br[C:2]1[CH2:6][CH2:5][C:4](=[O:7])[C:3]=1[C:8]1[CH:13]=[CH:12][C:11]([C:14]([CH3:17])([CH3:16])[CH3:15])=[CH:10][CH:9]=1.CC1(C)C(C)(C)OB([C:26]2[CH:31]=[CH:30][C:29]([NH:32][C:33](=[O:39])[O:34][C:35]([CH3:38])([CH3:37])[CH3:36])=[CH:28][CH:27]=2)O1.ClCCl.C([O-])([O-])=O.[K+].[K+]>O1CCOCC1.O.C(OCC)(=O)C.C1C=CC(P(C2C=CC=CC=2)[C-]2C=CC=C2)=CC=1.C1C=CC(P(C2C=CC=CC=2)[C-]2C=CC=C2)=CC=1.Cl[Pd]Cl.[Fe+2]>[C:14]([C:11]1[CH:12]=[CH:13][C:8]([C:3]2[C:4](=[O:7])[CH2:5][CH2:6][C:2]=2[C:26]2[CH:27]=[CH:28][C:29]([NH:32][C:33](=[O:39])[O:34][C:35]([CH3:37])([CH3:36])[CH3:38])=[CH:30][CH:31]=2)=[CH:9][CH:10]=1)([CH3:17])([CH3:16])[CH3:15] |f:3.4.5,9.10.11.12|. Procedure details: A mixture of Example 7D (88 mg, 0.300 mmol), tert-butyl 4-(4,4,5,5-tetramethyl-1,3,2-dioxaborolan-2-yl)phenylcarbamate (105 mg, 0.330 mmol), [1,1′-bis(diphenylphosphino)ferrocene]dichloropalladium(II), complex with dichloromethane (24.51 mg, 0.030 mmol) and K2CO3 (83 mg, 0.600 mmol) in 1,4-dioxane (2 mL) and water (0.5 mL) was stirred at 100° C. for 16 hours. The mixture was diluted with ethyl acetate (30 mL) and washed with brine (10 mL×4). The organic layers were dried over Na2SO4, filtered an... Starting materials: C1(=CC=CC=C1)C(C(=O)OC=1C=C2CCCC2=CC1)C(=O)[O-] (5-indanyl 2-phenylmalonate), NC1[C@@H]2N(C(C(S2)(C)C)C2=NN=NN2)C1=O (6-amino-2,2-dimethyl-3-(5-tetrazolyl)penam). Product: C1CCC2=CC(=CC=C12)OC(=O)C(C(=O)NC1[C@@H]2N(C(C(S2)(C)C)C2=NN=NN2)C1=O)C1=CC=CC=C1 (6-(2-[5-indanyloxycarbonyl]-2-phenylacetamido)-2,2-dimethyl-3-(5-tetrazolyl)penam). Isolated yield 63.0%. As a reaction SMILES: [C:1]1([CH:7]([C:20]([O-:22])=O)[C:8]([O:10][C:11]2[CH:12]=[C:13]3[C:17](=[CH:18][CH:19]=2)[CH2:16][CH2:15][CH2:14]3)=[O:9])[CH:6]=[CH:5][CH:4]=[CH:3][CH:2]=1.[NH2:23][CH:24]1[C:37](=[O:38])[N:26]2[CH:27]([C:32]3[NH:36][N:35]=[N:34][N:33]=3)[C:28]([CH3:31])([CH3:30])[S:29][C@H:25]12>>[CH2:15]1[C:14]2[C:13](=[CH:12][C:11]([O:10][C:8]([CH:7]([C:1]3[CH:6]=[CH:5][CH:4]=[CH:3][CH:2]=3)[C:20]([NH:23][CH:24]3[C:37](=[O:38])[N:26]4[CH:27]([C:32]5[NH:33][N:34]=[N:35][N:36]=5)[C:28]([CH3:30])([CH3:31])[S:29][C@H:25]34)=[O:22])=[O:9])=[CH:19][CH:18]=2)[CH2:17][CH2:16]1. Reported procedure: (2.0 mmole) of 5-indanyl 2-phenylmalonate with 480 mg. (2.0 mmole) of 6-amino-2,2-dimethyl-3-(5-tetrazolyl)penam, according to the procedure of Example CXLVII affords 680 mg. (63% yield) of 6-(2-[5-indanyloxycarbonyl]-2-phenylacetamido)-2,2-dimethyl-3-(5-tetrazolyl)penam as its sodium salt. The infrared spectrum (KBr disc) of the product shows absorption bands at 1780 cm-1 (β-lactam), 1705 cm-1 (ester), 1680 cm-1 (amide I) and 1565 cm-1 (amide II). The NMR spectrum (D2O) shows absorption bands a... Product: FC1(C(C(C(C(C1(F)F)(F)F)(F)F)(F)F)(O)C(Cl)(Cl)Cl)F (2,2,3,3,4,4,5,5,6,6-decafluoro-1-(trichloromethyl)-1-cyclohexanol). Reported procedure: A solution of 30 g of perfluorocyclohexanone and 31.7 g of trichloroacetic acid was stirred in a pre-dried reaction vessel containing 113 mL of hexamethylphosphoramide. This mixture was cooled to −10° C. in a dry ice/acetone bath. Slight gas evolution was noted before and during the ketone addition. The stirred milky white reaction mixture was maintained at about 0° C. for an hour and then allowed to warm to 23° C. and stirring was continued 17 hours. The clear yellow solution was quenched with ... Reactants: FC1(C(C(C(C(C1(F)F)(F)F)(F)F)(F)F)=O)F (perfluorocyclohexanone), ClC(C(=O)O)(Cl)Cl (trichloroacetic acid), ketone. As a reaction SMILES: [F:1][C:2]1([F:17])[C:7]([F:9])([F:8])[C:6]([F:11])([F:10])[C:5]([F:13])([F:12])[C:4]([F:15])([F:14])[C:3]1=[O:16].[Cl:18][C:19]([Cl:24])([Cl:23])C(O)=O>CN(C)P(N(C)C)(N(C)C)=O>[F:1][C:2]1([F:17])[C:7]([F:9])([F:8])[C:6]([F:10])([F:11])[C:5]([F:12])([F:13])[C:4]([F:14])([F:15])[C:3]1([C:19]([Cl:24])([Cl:23])[Cl:18])[OH:16]. Reaction conditions: temperature -10 celsius, time 17 hour. Solvent: CN(P(=O)(N(C)C)N(C)C)C (hexamethylphosphoramide). Reactants: BrC1=CC=C(C=C1)C1=CC=C(C=C1)CBr (4′-Bromo-4-bromomethyl-biphenyl), COC([C@@H](NC(=O)OC(C)(C)C)CS)=O (N-(tert-Butoxy-carbonyl)-L-cysteine methyl ester), C([O-])([O-])=O.[Cs+].[Cs+] (cesium carbonate), CN(C=O)C (N,N-dimethylformamide). The solvent is O (water). Conditions: time 4 hour. The product is COC(C(CSCC1=CC=C(C=C1)C1=CC=C(C=C1)Br)NC(=O)OC(C)(C)C)=O (3-(4′-Bromobiphenyl-4-ylmethylsulfanyl)-2-tert-butoxycarbonylamino-propionic acid methyl ester). As a reaction SMILES: [Br:1][C:2]1[CH:7]=[CH:6][C:5]([C:8]2[CH:13]=[CH:12][C:11]([CH2:14]Br)=[CH:10][CH:9]=2)=[CH:4][CH:3]=1.[CH3:16][O:17][C:18](=[O:30])[C@H:19]([CH2:28][SH:29])[NH:20][C:21]([O:23][C:24]([CH3:27])([CH3:26])[CH3:25])=[O:22].C(=O)([O-])[O-].[Cs+].[Cs+].CN(C)C=O>O>[CH3:16][O:17][C:18](=[O:30])[CH:19]([NH:20][C:21]([O:23][C:24]([CH3:26])([CH3:25])[CH3:27])=[O:22])[CH2:28][S:29][CH2:14][C:11]1[CH:12]=[CH:13][C:8]([C:5]2[CH:6]=[CH:7][C:2]([Br:1])=[CH:3][CH:4]=2)=[CH:9][CH:10]=1 |f:2.3.4|. Procedure: A mixture of 4′-Bromo-4-bromomethyl-biphenyl, 9.1 g (27.9 mmol), N-(tert-Butoxy-carbonyl)-L-cysteine methyl ester, 5.74 mL (27.9 mmol), cesium carbonate, 18.2 g (55.8 mmol), and 100 mL of N,N-dimethylformamide was stirred at room temperature for 4 h. The mixture was diluted with 200 mL of water and extracted with 2×200 mL of ethyl acetate. The organic layer was washed with 2×200 mL portions of aq. LiCl, sat. aq. NaHCO3, sat. aq. NaCl, and dried (MgSO4). After the solution was concentrated, the r... The reactants are [Cl-].C(C1=CC=CC=C1)[NH+]1CC(C(C1)S(=O)C1=CC=CC=C1)(C(F)(F)F)C1=CC(=CC(=C1)Cl)Cl (1-Benzyl-3-(3,5-dichlorophenyl)-4-(phenylsulfinyl)-3-(trifluoro-methyl)pyrrolidinium chloride), C(C)(=O)OCC (ethyl acetate). Solvent: [OH-].[Na+] (sodium hydroxide). Product: C(C1=CC=CC=C1)N1CC(C(C1)S(=O)C1=CC=CC=C1)(C(F)(F)F)C1=CC(=CC(=C1)Cl)Cl (1-benzyl-3-(3,5-dichlorophenyl)-4-(phenylsulfinyl)-3-(trifluoromethyl)pyrrolidine). The yield is 80.0%. Reaction SMILES: [Cl-].[CH2:2]([NH+:9]1[CH2:13][CH:12]([S:14]([C:16]2[CH:21]=[CH:20][CH:19]=[CH:18][CH:17]=2)=[O:15])[C:11]([C:26]2[CH:31]=[C:30]([Cl:32])[CH:29]=[C:28]([Cl:33])[CH:27]=2)([C:22]([F:25])([F:24])[F:23])[CH2:10]1)[C:3]1[CH:8]=[CH:7][CH:6]=[CH:5][CH:4]=1.C(OCC)(=O)C>[OH-].[Na+]>[CH2:2]([N:9]1[CH2:13][CH:12]([S:14]([C:16]2[CH:17]=[CH:18][CH:19]=[CH:20][CH:21]=2)=[O:15])[C:11]([C:26]2[CH:31]=[C:30]([Cl:32])[CH:29]=[C:28]([Cl:33])[CH:27]=2)([C:22]([F:23])([F:24])[F:25])[CH2:10]1)[C:3]1[CH:8]=[CH:7][CH:6]=[CH:5][CH:4]=1 |f:0.1,3.4|. Reported procedure: Trifluoroacetic acid (9 μL, 128 μmol) was added to (1E)-2-(3,5-dichlorophenyl)-3,3,3-trifluoroprop-1-en-1-yl phenyl sulfoxide (1.00 g, 93% purity, 2.56 mmol) in toluene (1.28 mL). N-Benzyl-1-methoxy-N-[(trimethylsilyl)methyl]methanamine (911 mg, 3.84 mmol) in toluene (8.75 mL) was added at room temperature over one hour. The solvents of the reaction mixture were removed and the crude product was taken up in iso-propanol and the pH was adjusted to 3 with 3.6% hydrochloric acid. After two hours th... Reactants: COC=1C(=C(C(=O)O)C=CC1)S (3-methoxy-2-mercaptobenzoic acid), C(#N)C1=NC=CC=C1 (2-cyanopyridine). Run in N1=CC=CC=C1 (pyridine). Run at temperature 135 celsius. Product: COC1=CC=CC=2C(N=C(SC21)C2=NC=CC=C2)=O (8-Methoxy-2-(2-pyridyl)-4H-1,3-benzothiazine-4-one). Isolated yield 27.7%. As a reaction SMILES: [CH3:1][O:2][C:3]1[C:4]([SH:12])=[C:5]([CH:9]=[CH:10][CH:11]=1)[C:6]([OH:8])=O.[C:13]([C:15]1[CH:20]=[CH:19][CH:18]=[CH:17][N:16]=1)#[N:14]>N1C=CC=CC=1>[CH3:1][O:2][C:3]1[C:4]2[S:12][C:13]([C:15]3[CH:20]=[CH:19][CH:18]=[CH:17][N:16]=3)=[N:14][C:6](=[O:8])[C:5]=2[CH:9]=[CH:10][CH:11]=1. Reported procedure: A mixture of 3-methoxy-2-mercaptobenzoic acid (1.84 g, 10.0 mmol), 2-cyanopyridine (1.05 g, 10.2 mmol) and pyridine (30.0 ml) was refluxed at 135° C. for 18 hrs as described in Example 9. The mixture was concentrated. The obtained crystals were recrystallized from ethanol to give the titled compound (0.75 g, 28%).